From a dataset of the Open Reaction Database (ORD), a public repository of structured organic reaction records. describe an organic reaction: reactants, conditions, products, and yield The reactants are COC(=O)c1sc2ncnc(Nc3cccnc3OC3CCOCC3)c2c1C, CO, ClCCl, Cl, [Na+], [OH-]. Product: Cc1c(C(=O)O)sc2ncnc(Nc3cccnc3OC3CCOCC3)c12. As a reaction SMILES: [CH3:1][c:2]1[c:3]([C:25](=[O:26])[O:27][CH3:28])[s:4][c:5]2[n:6][cH:7][n:8][c:9]([NH:11][c:12]3[c:13]([O:18][CH:19]4[CH2:20][CH2:21][O:22][CH2:23][CH2:24]4)[n:14][cH:15][cH:16][cH:17]3)[c:10]12.[CH3:29][OH:30].[Cl:34][CH2:35][Cl:36].[ClH:33].[Na+:32].[OH-:31]>>[CH3:1][c:2]1[c:3]([C:25](=[O:26])[OH:27])[s:4][c:5]2[n:6][cH:7][n:8][c:9]([NH:11][c:12]3[c:13]([O:18][CH:19]4[CH2:20][CH2:21][O:22][CH2:23][CH2:24]4)[n:14][cH:15][cH:16][cH:17]3)[c:10]12. Starting materials: CN1C(=CC=C1C(=O)C1=CC=C(C=C1)C)CC#N (1-methyl-5-(p-toluoyl)pyrrole-2-acetonitrile), C1CCOC1 (THF), C(C)S (ethyl mercaptan). Run at temperature -20 celsius. Product: C(C)C=1N(C(=CC1)C(=O)C1=CC=C(C=C1)C)C.S1C(=CC=C1)CC(=O)[O-] (ethyl 1-methyl-5-(p-toluoyl)-pyrrole 2-thiolacetate). Isolated yield 42.5%. As a reaction SMILES: [CH3:1][N:2]1[C:6]([C:7]([C:9]2[CH:14]=[CH:13][C:12]([CH3:15])=[CH:11][CH:10]=2)=[O:8])=[CH:5][CH:4]=[C:3]1[CH2:16][C:17]#N.[CH2:19]([SH:21])[CH3:20].[CH2:22]1[CH2:26][O:25][CH2:24][CH2:23]1>>[CH2:16]([C:3]1[N:2]([CH3:1])[C:6]([C:7]([C:9]2[CH:10]=[CH:11][C:12]([CH3:15])=[CH:13][CH:14]=2)=[O:8])=[CH:5][CH:4]=1)[CH3:17].[S:21]1[CH:19]=[CH:20][CH:26]=[C:22]1[CH2:23][C:24]([O-:8])=[O:25] |f:3.4|. Reported procedure: To a dry 100 ml three-necked flask under nitrogen is added 1-methyl-5-(p-toluoyl)pyrrole-2-acetonitrile (4.0 g, 0.0168 mole) and 30 ml of dry THF. The solution is cooled to -20° C., ethyl mercaptan (1.38 ml, 0.0180 mole) is added and hydrogen chloride is then bubbled into the reaction mixture. When the reaction mixture is saturated with HCl the temperature is raised to and maintained at 0° C. for 2.5 hrs. The reaction mixture is poured into a three-necked, 300 ml round-bottom flask, 100 ml of to... The reactants are CCCN(CCC)Cc1ccc(NC(=O)c2ccc(CN(Cc3ncc[nH]3)Cc3nccn3CCOCOC)cc2)cc1, CO, Cl. Yields the product CCCN(CCC)Cc1ccc(NC(=O)c2ccc(CN(Cc3ncc[nH]3)Cc3nccn3CCO)cc2)cc1. Reaction SMILES: [CH2:1]([CH2:2][CH3:3])[N:4]([CH2:5][CH2:6][CH3:7])[CH2:8][c:9]1[cH:10][cH:11][c:12]([NH:15][C:16]([c:17]2[cH:18][cH:19][c:20]([CH2:23][N:24]([CH2:25][c:26]3[n:27]([CH2:31][CH2:32][O:33][CH2:34][O:35][CH3:36])[cH:28][cH:29][n:30]3)[CH2:37][c:38]3[nH:39][cH:40][cH:41][n:42]3)[cH:21][cH:22]2)=[O:43])[cH:13][cH:14]1.[CH3:45][OH:46].[ClH:44]>>[CH2:1]([CH2:2][CH3:3])[N:4]([CH2:5][CH2:6][CH3:7])[CH2:8][c:9]1[cH:10][cH:11][c:12]([NH:15][C:16]([c:17]2[cH:18][cH:19][c:20]([CH2:23][N:24]([CH2:25][c:26]3[n:27]([CH2:31][CH2:32][OH:33])[cH:28][cH:29][n:30]3)[CH2:37][c:38]3[nH:39][cH:40][cH:41][n:42]3)[cH:21][cH:22]2)=[O:43])[cH:13][cH:14]1. The reactants are CCCCC(=O)c1c(-c2ccc3cc(OCC(=O)OCC)ccc3c2)oc2ccc(Cl)cc12, C1CCOC1, CCOC(C)=O, [K+], [OH-], O. Yields the product CCCCC(=O)c1c(-c2ccc3cc(OCC(=O)O)ccc3c2)oc2ccc(Cl)cc12. RXN SMILES: [CH2:1]([CH3:2])[O:3][C:4]([CH2:5][O:6][c:7]1[cH:8][c:9]2[cH:10][cH:11][c:12](-[c:17]3[o:18][c:19]4[c:20]([c:21]3[C:22]([CH2:23][CH2:24][CH2:25][CH3:26])=[O:27])[cH:28][c:29]([Cl:32])[cH:30][cH:31]4)[cH:13][c:14]2[cH:15][cH:16]1)=[O:33].[CH2:42]1[O:43][CH2:44][CH2:45][CH2:46]1.[CH3:36][CH2:37][O:38][C:39](=[O:40])[CH3:41].[K+:35].[OH-:34].[OH2:47]>>[O:3]=[C:4]([CH2:5][O:6][c:7]1[cH:8][c:9]2[cH:10][cH:11][c:12](-[c:17]3[o:18][c:19]4[c:20]([c:21]3[C:22]([CH2:23][CH2:24][CH2:25][CH3:26])=[O:27])[cH:28][c:29]([Cl:32])[cH:30][cH:31]4)[cH:13][c:14]2[cH:15][cH:16]1)[OH:33].